Task: describe an organic reaction: reactants, conditions, products, and yield. Dataset: the Open Reaction Database (ORD), a public repository of structured organic reaction records Reactants: C(C)(C)(C)C1=CC=C(C(=O)N(C2=CC3=C(OC(OC3=O)(C)C)C=C2)CC2=CC=C(C=C2)C#CC2=CC=C(C=C2)CCCC)C=C1 (4-tert-butyl-N-{4-[(4-butylphenyl)ethynyl]benzyl}-N-(2,2-dimethyl-4-oxo-4H-1,3-benzodioxin-6-yl)benzamide), [OH-].[Na+] (NaOH). Run in CCO (EtOH). Product: C(C)(C)(C)C1=CC=C(C(=O)N(C=2C=CC(=C(C(=O)O)C2)O)CC2=CC=C(C=C2)C#CC2=CC=C(C=C2)CCCC)C=C1 (5-((4-tert-butylbenzoyl){4-[(4-butylphenyl)ethynyl]benzyl}amino)-2-hydroxybenzoic acid). As a reaction SMILES: [C:1]([C:5]1[CH:45]=[CH:44][C:8]([C:9]([N:11]([CH2:25][C:26]2[CH:31]=[CH:30][C:29]([C:32]#[C:33][C:34]3[CH:39]=[CH:38][C:37]([CH2:40][CH2:41][CH2:42][CH3:43])=[CH:36][CH:35]=3)=[CH:28][CH:27]=2)[C:12]2[CH:24]=[CH:23][C:15]3[O:16]C(C)(C)[O:18][C:19](=[O:20])[C:14]=3[CH:13]=2)=[O:10])=[CH:7][CH:6]=1)([CH3:4])([CH3:3])[CH3:2].[OH-].[Na+]>CCO>[C:1]([C:5]1[CH:6]=[CH:7][C:8]([C:9]([N:11]([CH2:25][C:26]2[CH:31]=[CH:30][C:29]([C:32]#[C:33][C:34]3[CH:35]=[CH:36][C:37]([CH2:40][CH2:41][CH2:42][CH3:43])=[CH:38][CH:39]=3)=[CH:28][CH:27]=2)[C:12]2[CH:24]=[CH:23][C:15]([OH:16])=[C:14]([CH:13]=2)[C:19]([OH:20])=[O:18])=[O:10])=[CH:44][CH:45]=1)([CH3:3])([CH3:2])[CH3:4] |f:1.2|. Procedure: The titled compound was prepared following the procedure C using 4-tert-butyl-N-{4-[(4-butylphenyl)ethynyl]benzyl}-N-(2,2-dimethyl-4-oxo-4H-1,3-benzodioxin-6-yl)benzamide and NaOH 1M aq. in the presence of EtOH as a white powder (61%). 1H NMR (McOD, 300 MHz) δ 7.63 (d, J=2.3 Hz, 1H), 7.46 (d, J=8.3 Hz, 2H), 7.43 (d, J=8.3 Hz, 2H), 7.33 (m, 6H), 7.22 (d, J=8.3 Hz, 2H), 6.85 (brd, J=8.7 Hz, 1H), 6.62 (d, J=8.7 Hz, 1H), 5.13 (s, 2H), 2.66 (t, J=7.5 Hz, 2H), 1.64 (m, 2H), 1.41 (m, 2H), 1.26 (s, 9H),... Reactants: BrC1=CC=C(OC2CN(C2)C(=O)Cl)C=C1 (3-(4-bromophenoxy)-1-azetidinecarbonyl chloride), C1(=CC=CC=C1)N1CCNCC1 (1-phenylpiperazine). The solvent is O1CCCC1 (tetrahydrofuran), O (water). Conditions: time 2 hour. Product: BrC1=CC=C(OC2CN(C2)C(=O)N2CCN(CC2)C2=CC=CC=C2)C=C1 (1-[3-(4-Bromophenoxy)-1-azetidinylcarbonyl]-4-phenylpiperazine). Isolated yield 48.0%. Reaction SMILES: [Br:1][C:2]1[CH:15]=[CH:14][C:5]([O:6][CH:7]2[CH2:10][N:9]([C:11](Cl)=[O:12])[CH2:8]2)=[CH:4][CH:3]=1.[C:16]1([N:22]2[CH2:27][CH2:26][NH:25][CH2:24][CH2:23]2)[CH:21]=[CH:20][CH:19]=[CH:18][CH:17]=1>O1CCCC1.O>[Br:1][C:2]1[CH:15]=[CH:14][C:5]([O:6][CH:7]2[CH2:10][N:9]([C:11]([N:25]3[CH2:26][CH2:27][N:22]([C:16]4[CH:21]=[CH:20][CH:19]=[CH:18][CH:17]=4)[CH2:23][CH2:24]3)=[O:12])[CH2:8]2)=[CH:4][CH:3]=1. Procedure details: A solution of 2.9 g (0.01 mole) of 3-(4-bromophenoxy)-1-azetidinecarbonyl chloride in 15 ml of tetrahydrofuran was treated while stirring with 1.6 g (0.01 mole) of 1-phenylpiperazine added all at once, a solid formed instantaneously and after stirring for 2 hr, the reaction mixture was diluted with 200 ml of water, the solid did not dissolve. The solid was removed by filtration and when triturated with chloroform, all but about 1 g of solid dissolved. The chloroform solution was dried over magne... Starting materials: C[C@@H]1N(CCC1)[C@@H]1CN(CC1)C=1C=C2CCNCC2=CC1 (6-((2S,3′S)-2-methyl-[1,3′]bipyrrolidinyl-1′-yl)-1,2,3,4-tetrahydro-isoquinoline), BrC=1C=NC2=CC=CC=C2C1 (3-bromo-quinoline). The product is C[C@@H]1N(CCC1)[C@@H]1CN(CC1)C=1C=C2CCN(CC2=CC1)C=1C=NC2=CC=CC=C2C1 (3-[6-((2S,3′S)-2-Methyl-[1,3′]bipyrrolidinyl-1′-yl)-3,4-dihydro-1H-isoquinolin-2-yl]-quinoline). RXN SMILES: [CH3:1][C@H:2]1[CH2:6][CH2:5][CH2:4][N:3]1[C@H:7]1[CH2:11][CH2:10][N:9]([C:12]2[CH:13]=[C:14]3[C:19](=[CH:20][CH:21]=2)[CH2:18][NH:17][CH2:16][CH2:15]3)[CH2:8]1.Br[C:23]1[CH:24]=[N:25][C:26]2[C:31]([CH:32]=1)=[CH:30][CH:29]=[CH:28][CH:27]=2>>[CH3:1][C@H:2]1[CH2:6][CH2:5][CH2:4][N:3]1[C@H:7]1[CH2:11][CH2:10][N:9]([C:12]2[CH:13]=[C:14]3[C:19](=[CH:20][CH:21]=2)[CH2:18][N:17]([C:23]2[CH:24]=[N:25][C:26]4[C:31]([CH:32]=2)=[CH:30][CH:29]=[CH:28][CH:27]=4)[CH2:16][CH2:15]3)[CH2:8]1. Procedure: The title compound was synthesized in substantially the same way as Example 1 by condensation of 6-((2S,3′S)-2-methyl-[1,3′]bipyrrolidinyl-1′-yl)-1,2,3,4-tetrahydro-isoquinoline with 3-bromo-quinoline. The reactants are C(CCCCCCCCCCC\C=C/CCCCCCCC)(=O)O (erucic acid), S(O)(O)(=O)=O (sulfuric acid), C1(=CC=CC=C1)C (toluene). Product: C1(=C(C=CC=C1)C(C(=O)O)CCCCCCCCCCCCCCCCCCCC)C (Tolyldocosanoic acid). Yield: 82.0%. RXN SMILES: [C:1]([OH:24])(=[O:23])[CH2:2][CH2:3][CH2:4][CH2:5][CH2:6][CH2:7][CH2:8][CH2:9][CH2:10][CH2:11][CH2:12]/[CH:13]=[CH:14]\[CH2:15][CH2:16][CH2:17][CH2:18][CH2:19][CH2:20][CH2:21][CH3:22].S(=O)(=O)(O)O.[C:30]1([CH3:36])[CH:35]=[CH:34][CH:33]=[CH:32][CH:31]=1>>[C:30]1([CH3:36])[CH:35]=[CH:34][CH:33]=[CH:32][C:31]=1[CH:2]([CH2:3][CH2:4][CH2:5][CH2:6][CH2:7][CH2:8][CH2:9][CH2:10][CH2:11][CH2:12][CH2:13][CH2:14][CH2:15][CH2:16][CH2:17][CH2:18][CH2:19][CH2:20][CH2:21][CH3:22])[C:1]([OH:24])=[O:23]. Procedure: Five-hundred grams molten erucic acid were slowly added to a mixture of 679 gms toluene and 723 gms concentrated sulfuric acid while maintaining the temperature below 10° C. Tolyldocosanoic acid (acid value 123) was obtained in 82% yield. Distilled tolyldocosanoic acid (108 gms), 400 mls acetic acid 9.8 gms Co(OAc)2.4H2O and 1.3 gms ZrO(OAc)2 were then heated at 105° C. and 350 psi O2 for six hours during which time the acid value increased from 127 to 207. The selectivity to the desired carboxy... Reactants: CS(=O)(=O)Nc1cccc(Nc2ncc(Br)s2)c1, O=C([O-])[O-], CC1(C)OB(c2ccc(C#N)cc2)OC1(C)C, CCCCCC, [Cl-], [Li+], [Na+], [Na+], c1ccc(P(c2ccccc2)(c2ccccc2)[Pd](P(c2ccccc2)(c2ccccc2)c2ccccc2)(P(c2ccccc2)(c2ccccc2)c2ccccc2)P(c2ccccc2)(c2ccccc2)c2ccccc2)cc1. The product is CS(=O)(=O)Nc1cccc(Nc2ncc(-c3ccc(C#N)cc3)s2)c1. RXN SMILES: [Br:1][c:2]1[cH:3][n:4][c:5]([NH:7][c:8]2[cH:9][c:10]([NH:14][S:15](=[O:16])(=[O:17])[CH3:18])[cH:11][cH:12][cH:13]2)[s:6]1.[C:38](=[O:39])([O-:40])[O-:41].[CH3:19][C:20]1([CH3:21])[C:22]([CH3:23])([CH3:24])[O:25][B:26]([c:27]2[cH:28][cH:29][c:30]([C:31]#[N:32])[cH:33][cH:34]2)[O:35]1.[CH3:44][CH2:45][CH2:46][CH2:47][CH2:48][CH3:49].[Cl-:37].[Li+:36].[Na+:42].[Na+:43].[cH:50]1[cH:51][cH:52][c:53]([P:54]([Pd:55]([P:56]([c:57]2[cH:58][cH:59][cH:60][cH:61][cH:62]2)([c:63]2[cH:64][cH:65][cH:66][cH:67][cH:68]2)[c:69]2[cH:70][cH:71][cH:72][cH:73][cH:74]2)([P:75]([c:76]2[cH:77][cH:78][cH:79][cH:80][cH:81]2)([c:82]2[cH:83][cH:84][cH:85][cH:86][cH:87]2)[c:88]2[cH:89][cH:90][cH:91][cH:92][cH:93]2)[P:94]([c:95]2[cH:96][cH:97][cH:98][cH:99][cH:100]2)([c:101]2[cH:102][cH:103][cH:104][cH:105][cH:106]2)[c:107]2[cH:108][cH:109][cH:110][cH:111][cH:112]2)([c:113]2[cH:114][cH:115][cH:116][cH:117][cH:118]2)[c:119]2[cH:120][cH:121][cH:122][cH:123][cH:124]2)[cH:125][cH:126]1>>[c:2]1(-[c:27]2[cH:28][cH:29][c:30]([C:31]#[N:32])[cH:33][cH:34]2)[cH:3][n:4][c:5]([NH:7][c:8]2[cH:9][c:10]([NH:14][S:15](=[O:16])(=[O:17])[CH3:18])[cH:11][cH:12][cH:13]2)[s:6]1. Starting materials: ice, S(O)(O)(=O)=O (sulphuric acid), [OH-].[Na+] (sodium hydroxide), O (water), S(O)(O)(=O)=O (sulphuric acid), FC(C=1C(=C(C#N)C=CC1)SC1=C(C(=CC=C1)C)N)(F)F (3-Trifluoromethyl-2-(3-methyl-2-aminophenylthio) benzonitrile). Solvent: C(C)(=O)O (acetic acid). Run at time 8 hour. The product is CC1=CC=CC=2SC3=C(C(NC21)=O)C=CC=C3C(F)(F)F (9-Methyl-4-trifluoromethyl-10,11-dihydrodibenzo [b,f][1,4]thiazepin-11-one), solid. Reaction SMILES: [F:1][C:2]([F:21])([F:20])[C:3]1[C:4]([S:11][C:12]2[CH:17]=[CH:16][CH:15]=[C:14]([CH3:18])[C:13]=2[NH2:19])=[C:5]([CH:8]=[CH:9][CH:10]=1)[C:6]#N.O.S(=O)(=O)(O)[OH:24].[OH-].[Na+]>C(O)(=O)C>[CH3:18][C:14]1[C:13]2[NH:19][C:6](=[O:24])[C:5]3[CH:8]=[CH:9][CH:10]=[C:3]([C:2]([F:21])([F:20])[F:1])[C:4]=3[S:11][C:12]=2[CH:17]=[CH:16][CH:15]=1 |f:3.4|. Reported procedure: 3-Trifluoromethyl-2-(3-methyl-2-aminophenylthio) benzonitrile (2.53 g, 8 mmol) was dissolved in acetic acid (25 ml), water (25 ml) and concentrated sulphuric acid (25 ml) and the mixture stirred and heated under reflux for 7.5 hours, then at ambient temperature for 15 hours before further sulphuric acid (25 ml) was added and the mixture stirred and heated under reflux for a further 8.5 hours. The mixture was allowed to stand at ambient temperature overnight then poured onto crushed ice (200 ml) ... Starting materials: CC1=C(N=C(S1)C1=CC=CC=C1)CCO (2-(5-methyl-2-phenyl-thiazol-4-yl)-ethanol), C1(=CC=CC=C1)P(C1=CC=CC=C1)C1=CC=CC=C1 (triphenylphosphine), N(=NC(=O)OC(C)(C)C)C(=O)OC(C)(C)C (DBAD), C(C)OC(C(CC1=C(C=C(C=C1)O)OCC)OCC)=O ([rac]-2-ethoxy-3-(2-ethoxy-4-hydroxy-phenyl)-propionic acid ethyl ester). Solvent: O1CCCC1 (tetrahydrofuran). Yields the product C(C)OC(C(CC1=C(C=C(C=C1)OCCC=1N=C(SC1C)C1=CC=CC=C1)OCC)OCC)=O ([rac]-2-ethoxy-3-{2-ethoxy-4-[2-(5-methyl-2-phenyl-thiazol-4-yl)-ethoxy]-phenyl}-propionic acid ethyl ester). RXN SMILES: [CH2:1]([O:3][C:4](=[O:20])[CH:5]([O:17][CH2:18][CH3:19])[CH2:6][C:7]1[CH:12]=[CH:11][C:10]([OH:13])=[CH:9][C:8]=1[O:14][CH2:15][CH3:16])[CH3:2].[CH3:21][C:22]1[S:26][C:25]([C:27]2[CH:32]=[CH:31][CH:30]=[CH:29][CH:28]=2)=[N:24][C:23]=1[CH2:33][CH2:34]O.C1(P(C2C=CC=CC=2)C2C=CC=CC=2)C=CC=CC=1.N(C(OC(C)(C)C)=O)=NC(OC(C)(C)C)=O>O1CCCC1>[CH2:1]([O:3][C:4](=[O:20])[CH:5]([O:17][CH2:18][CH3:19])[CH2:6][C:7]1[CH:12]=[CH:11][C:10]([O:13][CH2:34][CH2:33][C:23]2[N:24]=[C:25]([C:27]3[CH:32]=[CH:31][CH:30]=[CH:29][CH:28]=3)[S:26][C:22]=2[CH3:21])=[CH:9][C:8]=1[O:14][CH2:15][CH3:16])[CH3:2]. Procedure details: In analogy to the procedure described in example 1 d], [rac]-2-ethoxy-3-(2-ethoxy-4-hydroxy-phenyl)-propionic acid ethyl ester was reacted with 2-(5-methyl-2-phenyl-thiazol-4-yl)-ethanol [PCT Int. Appl. (2002), WO 02/18355 A1] in tetrahydrofuran in the presence of triphenylphosphine and DBAD (di-tert-butyl azodicarboxylate) to yield [rac]-2-ethoxy-3-{2-ethoxy-4-[2-(5-methyl-2-phenyl-thiazol-4-yl)-ethoxy]-phenyl}-propionic acid ethyl ester, which was further saponified in analogy to the procedure... Starting materials: ClC=1C=C(C=CC1S(=O)(=O)C)[C@H](C(=O)O)CC1CCCC1 (2(R)-(3-chloro-4-methanesulfonyl-phenyl)-3-cyclopentyl-propionic acid), solution, C(C(=O)Cl)(=O)Cl (oxalyl chloride), COCCNC1=NC=C(N=C1)N (N-(2-methoxy-ethyl)-pyrazine-2,5-diamine), N1=C(C=CC=C1C)C (2,6-lutidine). The reagents and catalysts are CN(C=O)C (N,N-dimethylformamide). Run in C(Cl)Cl (methylene chloride), O (water), C(Cl)Cl (methylene chloride), O1CCCC1 (tetrahydrofuran). Run at temperature 0 celsius, time 30 minute. The product is hexanes ethyl acetate, ClC=1C=C(C=CC1S(=O)(=O)C)[C@H](C(=O)NC1=NC=C(N=C1)NCCOC)CC1CCCC1 (2(R)-(3-chloro-4-methanesulfonyl-phenyl)-3-cyclopentyl-N-[5-(2-methoxy-ethylamino)-pyrazin-2-yl]-propionamide). The yield is 185.8%. RXN SMILES: [Cl:1][C:2]1[CH:3]=[C:4]([C@@H:12]([CH2:16][CH:17]2[CH2:21][CH2:20][CH2:19][CH2:18]2)[C:13]([OH:15])=O)[CH:5]=[CH:6][C:7]=1[S:8]([CH3:11])(=[O:10])=[O:9].C(Cl)(=O)C(Cl)=O.[CH3:28][O:29][CH2:30][CH2:31][NH:32][C:33]1[CH:38]=[N:37][C:36]([NH2:39])=[CH:35][N:34]=1.N1C(C)=CC=CC=1C>C(Cl)Cl.CN(C)C=O.O1CCCC1.O>[Cl:1][C:2]1[CH:3]=[C:4]([C@@H:12]([CH2:16][CH:17]2[CH2:21][CH2:20][CH2:19][CH2:18]2)[C:13]([NH:39][C:36]2[CH:35]=[N:34][C:33]([NH:32][CH2:31][CH2:30][O:29][CH3:28])=[CH:38][N:37]=2)=[O:15])[CH:5]=[CH:6][C:7]=1[S:8]([CH3:11])(=[O:9])=[O:10]. Procedure details: A solution of 2(R)-(3-chloro-4-methanesulfonyl-phenyl)-3-cyclopentyl-propionic acid (prepared as in Example 1, 325 mg, 0.33 mmol) in methylene chloride (15 mL) cooled to 0° C. was treated with a 2.0M solution of oxalyl chloride in methylene chloride (565 μL, 1.13 mmol) and N,N-dimethylformamide (1 drop). The reaction mixture was stirred at 0° C. for 30 min, concentrated in vacuo, and azeotroped with methylene chloride (2 mL) two times. The resulting oil was dissolved in tetrahydrofuran (5 mL) at...